This data is from the Open Reaction Database (ORD), a public repository of structured organic reaction records. The task is: describe an organic reaction: reactants, conditions, products, and yield Reactants: Cl.BrC1=CC=NC=C1 (4-Bromopyridine hydrochloride), solution, IC1=C(C=CC=C1)Br (iodobromobenzene), C(=O)(O)[O-].[Na+] (NaHCO3), C(CCC)[Li] (n-butyl lithium). Product: N1=CC=C(C=C1)C1=CC=C(C=C1)Br (4-(Pyridin-4-yl)-bromobenzene). As a reaction SMILES: Cl.Br[C:3]1[CH:8]=[CH:7][N:6]=[CH:5][CH:4]=1.C([O-])(O)=O.[Na+].C([Li])CCC.I[C:20]1[CH:25]=[CH:24][CH:23]=[CH:22][C:21]=1[Br:26]>>[N:6]1[CH:7]=[CH:8][C:3]([C:24]2[CH:23]=[CH:22][C:21]([Br:26])=[CH:20][CH:25]=2)=[CH:4][CH:5]=1 |f:0.1,2.3|. Procedure details: 4-Bromopyridine hydrochloride is free based with saturated NaHCO3 solution and extracted into methylene chloride. The organic solution is concentrated at room temperature and used immediately without further purification. A portion of the solid obtained (3 g, 19 mmol) is treated as described in EXAMPLE 53, Part A with n-butyl lithium (14.25 mL of a 1.6 M solution in TIF, 22.8 mmol) and iodobromobenzene (5.39 g, 19 mmol). The crude product is purified by chromatography (30% EtOAc/hexanes to 60% E... The reactants are N1=CC=C(C=C1)N1CCC2(OCCO2)CC1 (8-(Pyridin-4-yl)-1,4-dioxa-8-azaspiro[4.5]decane), [OH-].[Na+] (NaOH). Run in Cl (HCl). Reaction conditions: time 14 hour. Product: N1=CC=C(C=C1)N1CCC(CC1)=O (1-(Pyridin-4-yl)piperidin-4-one). Isolated yield 80.0%. As a reaction SMILES: [N:1]1[CH:6]=[CH:5][C:4]([N:7]2[CH2:16][CH2:15][C:10]3(OCC[O:11]3)[CH2:9][CH2:8]2)=[CH:3][CH:2]=1.[OH-].[Na+]>Cl>[N:1]1[CH:6]=[CH:5][C:4]([N:7]2[CH2:16][CH2:15][C:10](=[O:11])[CH2:9][CH2:8]2)=[CH:3][CH:2]=1 |f:1.2|. Procedure: 8-(Pyridin-4-yl)-1,4-dioxa-8-azaspiro[4.5]decane (7.0 g, 31.8 mmol, 1.0 eq.) was dissolved at 0° C. in conc. HCl (42 ml) and stirred for 14 hours at RT. After monitoring by TLC, the reaction solution was rendered alkaline with 2 M NaOH solution and extracted with chloroform (250 ml). The org. phase was dried over sodium sulfate and concentrated under reduced pressure. Yield: 80% (4.5 g, 25.56 mmol)